From a dataset of the Open Reaction Database (ORD), a public repository of structured organic reaction records. describe an organic reaction: reactants, conditions, products, and yield Yields the product O=C(Cl)CCc1ccc(Cl)cc1Cl. Reactants: ClCCl, O=C(Cl)C(=O)Cl, O=C(O)CCc1ccc(Cl)cc1Cl, CN(C)C=O. Reaction SMILES: [CH2:25]([Cl:26])[Cl:27].[Cl:1][C:2](=[O:3])[C:4]([Cl:5])=[O:6].[Cl:7][c:8]1[c:9]([CH2:15][CH2:16][C:17]([OH:18])=[O:19])[cH:10][cH:11][c:12]([Cl:14])[cH:13]1.[O:20]=[CH:21][N:22]([CH3:23])[CH3:24]>>[Cl:1][C:2](=[O:3])[CH2:4][CH2:15][c:9]1[c:8]([Cl:7])[cH:13][c:12]([Cl:14])[cH:11][cH:10]1.